Dataset: the Open Reaction Database (ORD), a public repository of structured organic reaction records. Task: describe an organic reaction: reactants, conditions, products, and yield The reactants are Cl (HCl), CC=1C=C(C=CC1B1OC(C(O1)(C)C)(C)C)O (3-methyl-4-(4,4,5,5-tetramethyl-[1,3,2]dioxaborolan-2-yl)-phenol), COC(CC1=CNC2=CC=C(C=C12)Br)=O ((5-bromo-1H-indol-3-yl)-acetic acid methyl ester), C([O-])([O-])=O.[K+].[K+] (potassium carbonate). Reagents/catalysts: C=1C=CC(=CC1)[P](C=2C=CC=CC2)(C=3C=CC=CC3)[Pd]([P](C=4C=CC=CC4)(C=5C=CC=CC5)C=6C=CC=CC6)([P](C=7C=CC=CC7)(C=8C=CC=CC8)C=9C=CC=CC9)[P](C=1C=CC=CC1)(C=1C=CC=CC1)C=1C=CC=CC1 (tetrakis(triphenylphosphine)palladium(0)). Run in C(C)O (ethanol), CN(C)C=O (DMF), O (water). Conditions: temperature 100 celsius. Product: COC(CC1=CNC2=CC=C(C=C12)C1=C(C=C(C=C1)O)C)=O ([5-(4-Hydroxy-2-methyl-phenyl)-1H-indol-3-yl]-acetic acid methyl ester). Yield: 59.8%. As a reaction SMILES: [CH3:1][C:2]1[CH:3]=[C:4]([OH:17])[CH:5]=[CH:6][C:7]=1B1OC(C)(C)C(C)(C)O1.[CH3:18][O:19][C:20](=[O:32])[CH2:21][C:22]1[C:30]2[C:25](=[CH:26][CH:27]=[C:28](Br)[CH:29]=2)[NH:24][CH:23]=1.C(=O)([O-])[O-].[K+].[K+].Cl>O.C1C=CC([P]([Pd]([P](C2C=CC=CC=2)(C2C=CC=CC=2)C2C=CC=CC=2)([P](C2C=CC=CC=2)(C2C=CC=CC=2)C2C=CC=CC=2)[P](C2C=CC=CC=2)(C2C=CC=CC=2)C2C=CC=CC=2)(C2C=CC=CC=2)C2C=CC=CC=2)=CC=1.C(O)C.CN(C=O)C>[CH3:18][O:19][C:20](=[O:32])[CH2:21][C:22]1[C:30]2[C:25](=[CH:26][CH:27]=[C:28]([C:7]3[CH:6]=[CH:5][C:4]([OH:17])=[CH:3][C:2]=3[CH3:1])[CH:29]=2)[NH:24][CH:23]=1 |f:2.3.4,^1:44,46,65,84|. Procedure: A mixture of 3-methyl-4-(4,4,5,5-tetramethyl-[1,3,2]dioxaborolan-2-yl)-phenol (287 mg, 1.22 mmol), (5-bromo-1H-indol-3-yl)-acetic acid methyl ester (273 mg, 1.02 mmol), tetrakis(triphenylphosphine)palladium(0) (57 mg, 0.046 mmol), DMF (2.7 mL), ethanol (1.34 mL) and 2M aqueous potassium carbonate (1.34 mL) is heated to 100° C. for 16 hours. The reaction is cooled to room temperature and diluted with water and acidified with 1 N HCl. The resulting solution is extracted with ethyl acetate. The com... Starting materials: CC(C)(C)[Si](O[C@@H]1CN(C[C@@H](C1)CN1C(C2=CC=CC=C2C1=O)=O)C(=O)OCC1=CC=CC=C1)(C)C (cis-phenylmethyl (3RS,5RS)-3-{[(1,1-dimethylethyl)(dimethyl)silyl]oxy}-5-[(1,3-dioxo-1,3-dihydro-2H-isoindol-2-yl)methyl]-1-piperidinecarboxylate), NN (hydrazine). Solvent: CCO (EtOH). Run at time 14 hour. Product: NC[C@@H]1CN(C[C@@H](C1)O[Si](C)(C)C(C)(C)C)C(=O)OCC1=CC=CC=C1 (cis-Phenylmethyl (3RS,5RS)-3-(aminomethyl)-5-{[(1,1-dimethylethyl)(dimethyl)silyl]oxy}-1-piperidinecarboxylate). The yield is 91.4%. As a reaction SMILES: [CH3:1][C:2]([Si:5]([CH3:36])([CH3:35])[O:6][C@H:7]1[CH2:12][C@@H:11]([CH2:13][N:14]2C(=O)C3C(=CC=CC=3)C2=O)[CH2:10][N:9]([C:25]([O:27][CH2:28][C:29]2[CH:34]=[CH:33][CH:32]=[CH:31][CH:30]=2)=[O:26])[CH2:8]1)([CH3:4])[CH3:3].NN>CCO>[NH2:14][CH2:13][C@H:11]1[CH2:12][C@@H:7]([O:6][Si:5]([C:2]([CH3:1])([CH3:4])[CH3:3])([CH3:36])[CH3:35])[CH2:8][N:9]([C:25]([O:27][CH2:28][C:29]2[CH:30]=[CH:31][CH:32]=[CH:33][CH:34]=2)=[O:26])[CH2:10]1. Reported procedure: To cis-phenylmethyl (3RS,5RS)-3-{[(1,1-dimethylethyl)(dimethyl)silyl]oxy}-5-[(1,3-dioxo-1,3-dihydro-2H-isoindol-2-yl)methyl]-1-piperidinecarboxylate (660 mg; 1.3 mmol) in EtOH (20 ml) was added anhydrous hydrazine (0.2 ml; 6.5 mmol). The reaction was allowed to stir at room temperature under nitrogen for 14 hours, and the reaction was filtered through a pad of Celite®. The filtrate was partitioned between EtOAc (150 ml) and water (50 ml), the layers were separated, and the organic layer was wash...